Dataset: the Open Reaction Database (ORD), a public repository of structured organic reaction records. Task: describe an organic reaction: reactants, conditions, products, and yield The reactants are CC1=C(C#N)C(c2ccc(C#N)cc2[N+](=O)[O-])NC(=O)N1c1cccc(C(F)(F)F)c1, C1CCOC1, C[Si](C)(C)[N-][Si](C)(C)C, CI, [Li+]. Product: CC1=C(C#N)C(c2ccc(C#N)cc2[N+](=O)[O-])N(C)C(=O)N1c1cccc(C(F)(F)F)c1. As a reaction SMILES: [C:1](#[N:2])[c:3]1[cH:4][c:5]([N+:29](=[O:30])[O-:31])[c:6]([CH:9]2[NH:10][C:11](=[O:28])[N:12]([c:18]3[cH:19][c:20]([C:24]([F:25])([F:26])[F:27])[cH:21][cH:22][cH:23]3)[C:13]([CH3:17])=[C:14]2[C:15]#[N:16])[cH:7][cH:8]1.[CH2:44]1[O:45][CH2:46][CH2:47][CH2:48]1.[CH3:32][Si:33]([CH3:34])([CH3:35])[N-:36][Si:37]([CH3:38])([CH3:39])[CH3:40].[I:42][CH3:43].[Li+:41]>>[C:1](#[N:2])[c:3]1[cH:4][c:5]([N+:29](=[O:30])[O-:31])[c:6]([CH:9]2[N:10]([CH3:32])[C:11](=[O:28])[N:12]([c:18]3[cH:19][c:20]([C:24]([F:25])([F:26])[F:27])[cH:21][cH:22][cH:23]3)[C:13]([CH3:17])=[C:14]2[C:15]#[N:16])[cH:7][cH:8]1.